The task is: describe an organic reaction: reactants, conditions, products, and yield. This data is from the Open Reaction Database (ORD), a public repository of structured organic reaction records. Starting materials: NC=1C=CC(=C(C1)C1=CC=C(C=C1)C(=O)NCC1CC1)C (5′-amino-N-(cyclopropylmethyl)-2′-methyl-1,1′-biphenyl-4-carboxamide), C(C)N1N=C(C=C1C(=O)O)C=1SC=CC1 (1-ethyl-3-(thiophen-2-yl)pyrazole-5- carboxylic acid). As a reaction SMILES: [NH2:1][C:2]1[CH:3]=[CH:4][C:5]([CH3:21])=[C:6]([C:8]2[CH:13]=[CH:12][C:11]([C:14]([NH:16][CH2:17][CH:18]3[CH2:20][CH2:19]3)=[O:15])=[CH:10][CH:9]=2)[CH:7]=1.[CH2:22]([N:24]1[C:28]([C:29](O)=[O:30])=[CH:27][C:26]([C:32]2[S:33][CH:34]=[CH:35][CH:36]=2)=[N:25]1)[CH3:23]>>[CH:18]1([CH2:17][NH:16][C:14]([C:11]2[CH:12]=[CH:13][C:8]([C:6]3[C:5]([CH3:21])=[CH:4][CH:3]=[C:2]([NH:1][C:29]([C:28]4[N:24]([CH2:22][CH3:23])[N:25]=[C:26]([C:32]5[S:33][CH:34]=[CH:35][CH:36]=5)[CH:27]=4)=[O:30])[CH:7]=3)=[CH:9][CH:10]=2)=[O:15])[CH2:20][CH2:19]1. Yields the product C1(CC1)CNC(=O)C1=CC=C(C=C1)C1=CC(=CC=C1C)NC(=O)C1=CC(=NN1CC)C=1SC=CC1 (N-(4′-{[(Cyclopropylmethyl)amino]carbonyl}-6-methyl-1,1′-biphenyl-3-yl)-1-ethyl-3-(thiophen-2-yl)pyrazole-5- carboxamide). Procedure details: N-(4′-{[(Cyclopropylmethyl)amino]carbonyl}-6-methyl-1,1′-biphenyl-3-yl)-1-ethyl-3-(thiophen-2-yl)pyrazole-5- carboxamide was prepared from 5′-amino-N-(cyclopropylmethyl)-2′-methyl-1,1′-biphenyl-4-carboxamide and 1-ethyl-3-(thiophen-2-yl)pyrazole-5- carboxylic acid using method D. NMR; δH CDCl3 8.02,(1H, b), 7.86-7.83,(3H, m), 7.57,(1H, dd), 7.47,(1H, d), 7.40,(2H, d), 7.34,(1H, m), 7.30-7.26,(3H, m), 7.07,(1H, m), 4.63,(2H, q), 3.35,(2H, m), 2.24,(3H, s), 1.08,(1H, m), 0.58,(2H, m), 0.30,(2H, m)... The reactants are O=C([O-])[O-], COc1cccc(C23CCNCC2CCC(=O)C3)c1, BrCC1CC1, Cl, [I-], [K+], [K+], [K+], CN(C)C=O. Product: COc1cccc(C23CCN(CC4CC4)CC2CCC(=O)C3)c1, Cl. As a reaction SMILES: [C:26](=[O:27])([O-:28])[O-:29].[CH3:2][O:3][c:4]1[cH:5][c:6]([C:10]23[CH2:11][CH2:12][NH:13][CH2:14][CH:15]2[CH2:16][CH2:17][C:18](=[O:20])[CH2:19]3)[cH:7][cH:8][cH:9]1.[CH:21]1([CH2:24][Br:25])[CH2:22][CH2:23]1.[ClH:1].[I-:33].[K+:30].[K+:31].[K+:32].[O:34]=[CH:35][N:36]([CH3:37])[CH3:38]>>[CH3:2][O:3][c:4]1[cH:5][c:6]([C:10]23[CH2:11][CH2:12][N:13]([CH2:24][CH:21]4[CH2:22][CH2:23]4)[CH2:14][CH:15]2[CH2:16][CH2:17][C:18](=[O:20])[CH2:19]3)[cH:7][cH:8][cH:9]1.[ClH:1]. Starting materials: CC(C)O, CCN(C(C)C)C(C)C, CCc1cnc(Cl)nc1, Cl, CS(=O)(=O)c1ccc(OCc2cnc(C3(F)CCNCC3)s2)cc1. The product is CCc1cnc(N2CCC(F)(c3ncc(COc4ccc(S(C)(=O)=O)cc4)s3)CC2)nc1. RXN SMILES: [CH3:44][CH:45]([OH:46])[CH3:47].[CH:35]([N:36]([CH2:37][CH3:38])[CH:39]([CH3:40])[CH3:41])([CH3:42])[CH3:43].[Cl:26][c:27]1[n:28][cH:29][c:30]([CH2:33][CH3:34])[cH:31][n:32]1.[ClH:1].[F:2][C:3]1([c:9]2[s:10][c:11]([CH2:14][O:15][c:16]3[cH:17][cH:18][c:19]([S:22](=[O:23])(=[O:24])[CH3:25])[cH:20][cH:21]3)[cH:12][n:13]2)[CH2:4][CH2:5][NH:6][CH2:7][CH2:8]1>>[F:2][C:3]1([c:9]2[s:10][c:11]([CH2:14][O:15][c:16]3[cH:17][cH:18][c:19]([S:22](=[O:23])(=[O:24])[CH3:25])[cH:20][cH:21]3)[cH:12][n:13]2)[CH2:4][CH2:5][N:6]([c:27]2[n:28][cH:29][c:30]([CH2:33][CH3:34])[cH:31][n:32]2)[CH2:7][CH2:8]1.